Dataset: the Open Reaction Database (ORD), a public repository of structured organic reaction records. Task: describe an organic reaction: reactants, conditions, products, and yield Starting materials: O=C(O)c1ccc(S(=O)(=O)CC(O)c2ccccc2)cc1Cl, Nc1ccc(Cl)c(-c2ccccn2)c1. Yields the product O=C(Nc1ccc(Cl)c(-c2ccccn2)c1)c1ccc(S(=O)(=O)CC(O)c2ccccc2)cc1Cl. RXN SMILES: [Cl:15][c:16]1[c:17]([C:18](=[O:19])[OH:20])[cH:21][cH:22][c:23]([S:25](=[O:26])(=[O:27])[CH2:28][CH:29]([c:30]2[cH:31][cH:32][cH:33][cH:34][cH:35]2)[OH:36])[cH:24]1.[Cl:1][c:2]1[c:3](-[c:9]2[n:10][cH:11][cH:12][cH:13][cH:14]2)[cH:4][c:5]([NH2:6])[cH:7][cH:8]1>>[Cl:1][c:2]1[c:3](-[c:9]2[n:10][cH:11][cH:12][cH:13][cH:14]2)[cH:4][c:5]([NH:6][C:18]([c:17]2[c:16]([Cl:15])[cH:24][c:23]([S:25](=[O:26])(=[O:27])[CH2:28][CH:29]([c:30]3[cH:31][cH:32][cH:33][cH:34][cH:35]3)[OH:36])[cH:22][cH:21]2)=[O:19])[cH:7][cH:8]1. The reactants are [OH-].[Na+] (Sodium hydroxide), C(CCCCCC)C1=CC=C(C(=O)CCCCC(=O)OC)C=C1 (methyl 5-(4-n-heptylbenzoyl)pentanoate). Run in C(C)O (ethanol). Yields the product C(CCCCCC)C1=CC=C(C(=O)CCCCC(=O)O)C=C1 (5-(4-n-heptylbenzoyl) pentanoic acid). Yield: 77.0%. RXN SMILES: [OH-].[Na+].[CH2:3]([C:10]1[CH:25]=[CH:24][C:13]([C:14]([CH2:16][CH2:17][CH2:18][CH2:19][C:20]([O:22]C)=[O:21])=[O:15])=[CH:12][CH:11]=1)[CH2:4][CH2:5][CH2:6][CH2:7][CH2:8][CH3:9]>C(O)C>[CH2:3]([C:10]1[CH:25]=[CH:24][C:13]([C:14]([CH2:16][CH2:17][CH2:18][CH2:19][C:20]([OH:22])=[O:21])=[O:15])=[CH:12][CH:11]=1)[CH2:4][CH2:5][CH2:6][CH2:7][CH2:8][CH3:9] |f:0.1|. Procedure: The title compound is then prepared from the methyl ester as follows. 2N Sodium hydroxide (108 ml) is added to a solution of methyl 5-(4-n-heptylbenzoyl)pentanoate (22.8 g, 0.07 mole) in ethanol (216 ml) and the mixture heated under reflux for about 2 hours. The reaction mixture is cooled and extracted with ether (2×350 ml). The ether phase is discarded and the aqueous phase acidified (pH 2) with concentrated hydrochloric acid. The precipitate is collected by filtration, washed with water, and r... Product: O[C@@H]1[C@]2(C)[C@@H](CC1)[C@@H]1CCC3=C(C(CC[C@]3(CO)[C@H]1CC2)=O)C (17β,19-dihydroxy-4-methyl-4-androsten-3-one), OC[C@]12[C@H](CC(C(=C1CC[C@H]1[C@@H]3CCC([C@@]3(C)CC[C@H]21)=O)C)=O)C (19-hydroxy-1α,4-dimethyl-4-androstene-3,17-dione), 17β,19-dihydroxy-4,7α-methyl-4-androsten-3-one. RXN SMILES: [OH:1][C@H:2]1[CH2:7][CH2:6][C@H:5]2[C@H:8]3[C@H:19]([CH2:20][CH2:21][C@:3]12[CH3:4])[C@:16]1([CH2:17][OH:18])[C:11](=[CH:12][C:13](=[O:22])[CH2:14][CH2:15]1)[CH2:10][CH2:9]3.[OH:23][CH2:24][C@@:25]12[C@@H:42]3[C@H:33]([C@H:34]4[C@@:38]([CH2:40][CH2:41]3)([CH3:39])[C:37](=[O:43])[CH2:36][CH2:35]4)[CH2:32][CH2:31][C:30]1=[CH:29][C:28](=[O:44])[CH2:27][C@@H:26]2[CH3:45].O[C@H:47]1CC[C@H]2[C@H]3[C@H](CC[C@]12C)[C@]1(CO)C(=CC(=O)CC1)C[C@H]3C>>[OH:1][C@H:2]1[CH2:7][CH2:6][C@H:5]2[C@H:8]3[C@H:19]([CH2:20][CH2:21][C@:3]12[CH3:4])[C@:16]1([CH2:17][OH:18])[C:11](=[C:12]([CH3:24])[C:13](=[O:22])[CH2:14][CH2:15]1)[CH2:10][CH2:9]3.[OH:23][CH2:24][C@@:25]12[C@@H:42]3[C@H:33]([C@H:34]4[C@@:38]([CH2:40][CH2:41]3)([CH3:39])[C:37](=[O:43])[CH2:36][CH2:35]4)[CH2:32][CH2:31][C:30]1=[C:29]([CH3:47])[C:28](=[O:44])[CH2:27][C@@H:26]2[CH3:45]. Procedure details: Following essentially the same procedure and substituting 17β, 19-dihydroxy-4-androsten-3-one, 19-hydroxy-1α-methyl-4-androstene-3,17-dione and 17β,19-dihydroxy-7α-methyl-4-androstene-3-one for the 17β,19-dihydroxy-6α,17α-dimethyl-4-androsten-3-one above results in the preparation of 17β,19-dihydroxy-4-methyl-4-androsten-3-one, 19-hydroxy-1α,4-dimethyl-4-androstene-3,17-dione, and 17β,19-dihydroxy-4,7α-methyl-4-androsten-3-one, respectively. The reactants are OC[C@]12[C@H](CC(C=C1CC[C@H]1[C@@H]3CCC([C@@]3(C)CC[C@H]21)=O)=O)C (19-hydroxy-1α-methyl-4-androstene-3,17-dione), O[C@@H]1[C@]2(C)[C@@H](CC1)[C@@H]1[C@@H](CC3=CC(CC[C@]3(CO)[C@H]1CC2)=O)C (17β,19-dihydroxy-7α-methyl-4-androstene-3-one), O[C@@H]1[C@]2(C)[C@@H](CC1)[C@@H]1CCC3=CC(CC[C@]3(CO)[C@H]1CC2)=O (17β, 19-dihydroxy-4-androsten-3-one), 17β,19-dihydroxy-6α,17α-dimethyl-4-androsten-3-one. The reactants are C(#C)C1=CC=C(C=C1)C#C (1,4-Diethynyl-benzene), C(C)OC(\C=C/I)=O ((Z)-ethyl-3-iodoacrylate). The product is C(C)OC(C=CC#CC1=CC=C(C=C1)C#CC=CC(=O)OCC)=O (5-[4-(4-Ethoxycarbonyl-but-3-en-1-ynyl)-phenyl]-pent-2-en-4-ynoic acid ethyl ester). Reaction SMILES: [C:1]([C:3]1[CH:8]=[CH:7][C:6]([C:9]#[CH:10])=[CH:5][CH:4]=1)#[CH:2].[CH2:11]([O:13][C:14](=[O:18])/[CH:15]=[CH:16]\I)[CH3:12]>>[CH2:11]([O:13][C:14](=[O:18])[CH:15]=[CH:16][C:2]#[C:1][C:3]1[CH:8]=[CH:7][C:6]([C:9]#[C:10][CH:16]=[CH:15][C:14]([O:13][CH2:11][CH3:12])=[O:18])=[CH:5][CH:4]=1)[CH3:12]. Procedure details: The general procedure was used to convert 1,4-Diethynyl-benzene and (Z)-ethyl-3-iodoacrylate to the title product in 12 hours. Purification by flash chromatography (10% ethyl acetate in hexane as the eluent) gave the analytically pure product as a light yellow solid (560 mg, 87% yield). 1H NMR (400 MHz, CDCl3) δ 7.50 (s, 4H), 6.37-6.34 (d, J=11.4, 2H), 6.17-6.14 (d, J=11.4, 2H), 4.28-4.23 (q, J=7.1, 4H), 1.34-1.30 (t, J=7.1, 6H). 13C NMR (100 MHz, CDCl3) δ 164.57, 131.88, 128.72, 123.31, 122.34,... Reaction conditions: temperature 80 celsius. Solvent: O (water), 70, C(CCCCC(=O)OCC)(=O)OCC (diethyl adipate), C(CCCCCCC\C=C/CCCCCCCC)O (oleyl alcohol). Reaction SMILES: C(OCCCCCCCCCCCC)(=O)C1C=C(O)C(O)=[C:4]([OH:5])C=1.C(OCCC(C)C)(=O)C1C=C(O)C(O)=C(O)C=1.[OH-].[Na+].[N:44]1[C:51]([NH2:52])=[N:50][C:48]([NH2:49])=[N:47][C:45]=1[NH2:46].C=O>C(OCC)(=O)CCCCC(OCC)=O.C(O)CCCCCCC/C=C\CCCCCCCC.O>[CH2:4]=[O:5].[N:44]1[C:51]([NH2:52])=[N:50][C:48]([NH2:49])=[N:47][C:45]=1[NH2:46] |f:2.3,9.10|. Product: C=O.N1=C(N)N=C(N)N=C1N (melamine-formaldehyde). Starting materials: [OH-].[Na+] (sodium hydroxide), styrene-maleic anhydride copolymer, N1=C(N)N=C(N)N=C1N (melamine), aqueous solution, C=O (formaldehyde), C(C1=CC(O)=C(O)C(O)=C1)(=O)OCCCCCCCCCCCC (lauryl gallate), C(C1=CC(O)=C(O)C(O)=C1)(=O)OCCC(C)C (isoamyl gallate), aqueous solution, [OH-].[Na+] (sodium hydroxide). Procedure details: A 15 part quantity of lauryl gallate and 5 parts of isoamyl gallate were dissolved in a mixture of 70 parts of diethyl adipate and 30 parts of oleyl alcohol with heating to prepare an oil. The oil was added to 100 parts of 5% aqueous solution having a pH of 5 and containing SCRIPSET 520 (trade name of styrene-maleic anhydride copolymer, product of Monsant Co.) and a small amount of sodium hydroxide, and emulsified to obtain a dispersion of particles 4.0μ in average size. Ten parts of melamine an... Isolated yield 64.1%. Reported procedure: A neat solution of 8.50 g (22.5 mmol) of 3-(3-chloro-4-trifluoromethoxy-phenylamino)-propionic acid tert-butyl ester, 10.71 ml (112.6 mmol) of methyl bromoacetate and 13.07 ml (112.6 mmol) of 2,6-lutidine was stirred 14 h at 60° C., diluted with 30 ml of CH3CN and heated at 115° C. for 20 h. The reaction was then partitioned between aqueous 10% KHSO4 solution and EtOAc (3×). The organic phases were washed with aqueous 10% NaCl, dried over Na2SO4 evaporated and purified by flash silica gel column... Reaction conditions: temperature 115 celsius. Solvent: CC#N (CH3CN). The reactants are C(C)(C)(C)OC(CCNC1=CC(=C(C=C1)OC(F)(F)F)Cl)=O (3-(3-chloro-4-trifluoromethoxy-phenylamino)-propionic acid tert-butyl ester), BrCC(=O)OC (methyl bromoacetate), N1=C(C=CC=C1C)C (2,6-lutidine). Yields the product C(C)(C)(C)OC(CCN(CC(=O)OC)C1=CC(=C(C=C1)OC(F)(F)F)Cl)=O (3-[(3-Chloro-4-trifluoromethoxy-phenyl)-methoxycarbonylmethyl-amino]-propionic acid tert-butyl ester). RXN SMILES: [C:1]([O:5][C:6](=[O:22])[CH2:7][CH2:8][NH:9][C:10]1[CH:15]=[CH:14][C:13]([O:16][C:17]([F:20])([F:19])[F:18])=[C:12]([Cl:21])[CH:11]=1)([CH3:4])([CH3:3])[CH3:2].Br[CH2:24][C:25]([O:27][CH3:28])=[O:26].N1C(C)=CC=CC=1C>CC#N>[C:1]([O:5][C:6](=[O:22])[CH2:7][CH2:8][N:9]([C:10]1[CH:15]=[CH:14][C:13]([O:16][C:17]([F:19])([F:20])[F:18])=[C:12]([Cl:21])[CH:11]=1)[CH2:24][C:25]([O:27][CH3:28])=[O:26])([CH3:4])([CH3:2])[CH3:3]. The reactants are FC(OC1=C(C=CC=C1)B(O)O)(F)F (2-trifluoromethoxyphenyl boronic acid), COC(CCC1=C(C=C(C=C1)OC1=CC(=CC=C1)OC1=C(C=C(C=C1)C(F)(F)F)Br)C)=O (3-{4-[3-(2-bromo-4-trifluoromethyl-phenoxy)-phenoxy]-2-methyl-phenyl}-propionic acid methyl ester). The product is CC1=C(C=CC(=C1)OC1=CC(=CC=C1)OC1=C(C=C(C=C1)C(F)(F)F)C1=C(C=CC=C1)OC(F)(F)F)CCC(=O)O (3-{2-Methyl-4-[3-(2′-trifluoromethoxy-5-trifluoromethyl-biphenyl-2-yloxy)-phenoxy]-phenyl}-propionic acid). RXN SMILES: [F:1][C:2]([F:14])([F:13])[O:3][C:4]1[CH:9]=[CH:8][CH:7]=[CH:6][C:5]=1B(O)O.C[O:16][C:17](=[O:46])[CH2:18][CH2:19][C:20]1[CH:25]=[CH:24][C:23]([O:26][C:27]2[CH:32]=[CH:31][CH:30]=[C:29]([O:33][C:34]3[CH:39]=[CH:38][C:37]([C:40]([F:43])([F:42])[F:41])=[CH:36][C:35]=3Br)[CH:28]=2)=[CH:22][C:21]=1[CH3:45]>>[CH3:45][C:21]1[CH:22]=[C:23]([O:26][C:27]2[CH:32]=[CH:31][CH:30]=[C:29]([O:33][C:34]3[CH:39]=[CH:38][C:37]([C:40]([F:42])([F:43])[F:41])=[CH:36][C:35]=3[C:5]3[CH:6]=[CH:7][CH:8]=[CH:9][C:4]=3[O:3][C:2]([F:14])([F:13])[F:1])[CH:28]=2)[CH:24]=[CH:25][C:20]=1[CH2:19][CH2:18][C:17]([OH:46])=[O:16]. Procedure: The title compound is prepared according to Example 89 by using 2-trifluoromethoxyphenyl boronic acid and 3-{4-[3-(2-bromo-4-trifluoromethyl-phenoxy)-phenoxy]-2-methyl-phenyl}-propionic acid methyl ester to afford about 94 mg (58%). 1H NMR (400 MHz, CDCl3); MS (ES+) m/z mass calcd for C30H22O5F6 576, found 577 (M+1, 100%). Reactants: CC(=O)OC(C)=O, ClCCl, CC(C)OC(=O)N1CCCC(NCc2cc(C(F)(F)F)cc(C(F)(F)F)c2)c2ccc(Br)cc21, c1ccncc1. Yields the product CC(=O)N(Cc1cc(C(F)(F)F)cc(C(F)(F)F)c1)C1CCCN(C(=O)OC(C)C)c2cc(Br)ccc21. Reaction SMILES: [CH3:1][C:2](=[O:3])[O:4][C:5](=[O:6])[CH3:7].[Cl:48][CH2:49][Cl:50].[F:8][C:9]([c:10]1[cH:11][c:12]([CH2:13][NH:14][CH:15]2[c:16]3[c:17]([cH:28][c:29]([Br:32])[cH:30][cH:31]3)[N:18]([C:22](=[O:23])[O:24][CH:25]([CH3:26])[CH3:27])[CH2:19][CH2:20][CH2:21]2)[cH:33][c:34]([C:36]([F:37])([F:38])[F:39])[cH:35]1)([F:40])[F:41].[cH:42]1[cH:43][cH:44][n:45][cH:46][cH:47]1>>[CH3:1][C:2](=[O:3])[N:14]([CH2:13][c:12]1[cH:11][c:10]([C:9]([F:8])([F:40])[F:41])[cH:35][c:34]([C:36]([F:37])([F:38])[F:39])[cH:33]1)[CH:15]1[c:16]2[c:17]([cH:28][c:29]([Br:32])[cH:30][cH:31]2)[N:18]([C:22](=[O:23])[O:24][CH:25]([CH3:26])[CH3:27])[CH2:19][CH2:20][CH2:21]1.